Dataset: the Open Reaction Database (ORD), a public repository of structured organic reaction records. Task: describe an organic reaction: reactants, conditions, products, and yield The reactants are Cc1ccccc1, OC1(c2ccc(F)cc2)CCC2(CC1)OCCO2, Cc1ccc(S(=O)(=O)O)cc1. Yields the product Fc1ccc(C2=CCC3(CC2)OCCO3)cc1. Reaction SMILES: [CH3:30][c:31]1[cH:32][cH:33][cH:34][cH:35][cH:36]1.[F:1][c:2]1[cH:3][cH:4][c:5]([C:8]2([OH:18])[CH2:9][CH2:10][C:11]3([O:12][CH2:13][CH2:14][O:15]3)[CH2:16][CH2:17]2)[cH:6][cH:7]1.[c:19]1([CH3:20])[cH:21][cH:22][c:23]([S:24]([OH:25])(=[O:26])=[O:27])[cH:28][cH:29]1>>[F:1][c:2]1[cH:3][cH:4][c:5]([C:8]2=[CH:9][CH2:10][C:11]3([O:12][CH2:13][CH2:14][O:15]3)[CH2:16][CH2:17]2)[cH:6][cH:7]1. Starting materials: C1(=CC=CC=C1)C=1C=NC=2C=CC=C(C2C1)C=O (3-phenyl-quinoline-5-aldehyde), N\C(=C/C#N)\C (3-aminocrotononitrile), Cl.C(N)(=N)CC(=O)OC(C)C (isopropyl amidinoacetate hydrochloride), C(C)(=O)[O-].[Na+] (sodium acetate). Run in C(C)(C)O (isopropanol). The product is NC=1NC(=C(C(C1C(=O)OC(C)C)C1=C2C=C(C=NC2=CC=C1)C1=CC=CC=C1)C#N)C (Isopropyl 2-amino-1,4-dihydro-5-cyano-6-methyl-4-(3-phenyl-quinolin-5-yl)-pyridine-3-carboxylate). Reaction SMILES: [C:1]1([C:7]2[CH:8]=[N:9][C:10]3[CH:11]=[CH:12][CH:13]=[C:14]([CH:17]=O)[C:15]=3[CH:16]=2)[CH:6]=[CH:5][CH:4]=[CH:3][CH:2]=1.[NH2:19]/[C:20](/[CH3:24])=[CH:21]\[C:22]#[N:23].Cl.[C:26]([CH2:29][C:30]([O:32][CH:33]([CH3:35])[CH3:34])=[O:31])(=N)[NH2:27].C([O-])(=O)C.[Na+]>C(O)(C)C>[NH2:27][C:26]1[NH:19][C:20]([CH3:24])=[C:21]([C:22]#[N:23])[CH:17]([C:14]2[CH:13]=[CH:12][CH:11]=[C:10]3[C:15]=2[CH:16]=[C:7]([C:1]2[CH:2]=[CH:3][CH:4]=[CH:5][CH:6]=2)[CH:8]=[N:9]3)[C:29]=1[C:30]([O:32][CH:33]([CH3:35])[CH3:34])=[O:31] |f:2.3,4.5|. Procedure: 4.66 g (20 mmol) of 3-phenyl-quinoline-5-aldehyde are boiled in 40 ml of isopropanol with 1.64 g (20 mmol) of 3-aminocrotononitrile, 3.6 g (20 mmol) of isopropyl amidinoacetate hydrochloride and 1.64 g (20 mmol) of sodium acetate for 20 hours. The mixture is concentrated, the residue is taken up in ethyl acetate/water and the phases are separated. The organic phase is washed twice with water, dried and concentrated. The reaction mixture is separated over a silica gel column using methylene chlor... Reactants: CN1C(N(C(=C(C1=O)N)N)C)=O (1,3-dimethyl-4,5-diamino-1H,3H-pyrimidin-2,6-dione), COC1=C(C(=O)O)C=CC(=C1)OCC1=CC=CC=C1 (2-methoxy-4-benzyloxybenzoic acid). Yields the product CN1C(N(C=2N=C(NC2C1=O)C1=C(C=C(C=C1)OCC1=CC=CC=C1)OC)C)=O (1,3-Dimethyl-8-(2-methoxy-4-benzyloxy-phenyl)-1H,3H-purin-2,6-dione). Reaction SMILES: [CH3:1][N:2]1[C:7](=[O:8])[C:6]([NH2:9])=[C:5]([NH2:10])[N:4]([CH3:11])[C:3]1=[O:12].[CH3:13][O:14][C:15]1[CH:23]=[C:22]([O:24][CH2:25][C:26]2[CH:31]=[CH:30][CH:29]=[CH:28][CH:27]=2)[CH:21]=[CH:20][C:16]=1[C:17](O)=O>>[CH3:1][N:2]1[C:7](=[O:8])[C:6]2[NH:9][C:17]([C:16]3[CH:20]=[CH:21][C:22]([O:24][CH2:25][C:26]4[CH:27]=[CH:28][CH:29]=[CH:30][CH:31]=4)=[CH:23][C:15]=3[O:14][CH3:13])=[N:10][C:5]=2[N:4]([CH3:11])[C:3]1=[O:12]. Reported procedure: Prepared analogously to Example 14 from 1,3-dimethyl-4,5-diamino-1H,3H-pyrimidin-2,6-dione and 2-methoxy-4-benzyloxybenzoic acid.